describe an organic reaction: reactants, conditions, products, and yield From a dataset of the Open Reaction Database (ORD), a public repository of structured organic reaction records. Starting materials: ClCC=1C(=NN(C1)C1=CC=C(C=C1)Cl)C(=O)NC1=CC(=C(C=C1)O)OC (4-(chloromethyl)-1-(4-chlorophenyl)-N-(4-hydroxy-3-methoxyphenyl)-1H-pyrazole-3-carboxamide), C([O-])([O-])=O.[K+].[K+] (potassium carbonate), Cl (HCl). Run in O (H2O), CN(C)C=O (DMF). Conditions: time 8 hour. The product is ClC1=CC=C(C=C1)N1N=C2C(=C1)CN(C2=O)C2=CC(=C(C=C2)O)OC (2-(4-Chlorophenyl)-5-(4-hydroxy-3-methoxyphenyl)-4,5-dihydropyrrolo[3,4-c]pyrazol-6(2H)-one). Yield: 55.5%. RXN SMILES: Cl[CH2:2][C:3]1[C:4]([C:15]([NH:17][C:18]2[CH:23]=[CH:22][C:21]([OH:24])=[C:20]([O:25][CH3:26])[CH:19]=2)=[O:16])=[N:5][N:6]([C:8]2[CH:13]=[CH:12][C:11]([Cl:14])=[CH:10][CH:9]=2)[CH:7]=1.C(=O)([O-])[O-].[K+].[K+].Cl>CN(C=O)C.O>[Cl:14][C:11]1[CH:12]=[CH:13][C:8]([N:6]2[CH:7]=[C:3]3[CH2:2][N:17]([C:18]4[CH:23]=[CH:22][C:21]([OH:24])=[C:20]([O:25][CH3:26])[CH:19]=4)[C:15](=[O:16])[C:4]3=[N:5]2)=[CH:9][CH:10]=1 |f:1.2.3|. Reported procedure: A mixture of 4-(chloromethyl)-1-(4-chlorophenyl)-N-(4-hydroxy-3-methoxyphenyl)-1H-pyrazole-3-carboxamide (29.9 mg, 0.076 mmol) and potassium carbonate (42 mg, 0.304 mmol) in DMF (0.5 mL) was stirred at room temperature overnight. The mixture was diluted with H2O (4.5 mL). The pH of the resulting mixture was adjusted to 8 by adding 1N aq. HCl. The solid was collected via filtration to give a product as pink color solid (15 mg, 56% yield). The product was used for next step without further purific... Reaction SMILES: [CH3:61][CH2:62][O:63][C:64](=[O:65])[CH3:66].[CH:47]([N:48]([CH:49]([CH3:50])[CH3:51])[CH2:52][CH3:53])([CH3:54])[CH3:55].[NH2:38][c:39]1[cH:40][cH:41][c:42]([O:45][CH3:46])[n:43][cH:44]1.[O:56]1[CH2:57][CH2:58][CH2:59][CH2:60]1.[cH:1]1[cH:2][cH:3][cH:4][c:5]2[c:13]1[CH:12]([CH2:14][O:15][C:16]([NH:17][c:18]1[cH:19][cH:20][c:21]([S:24][c:25]3[c:26]([N+:34](=[O:35])[O-:36])[cH:27][c:28]([C:31](=[O:32])[Cl:33])[cH:29][cH:30]3)[cH:22][cH:23]1)=[O:37])[c:11]1[c:6]-2[cH:7][cH:8][cH:9][cH:10]1>>[cH:1]1[cH:2][cH:3][cH:4][c:5]2[c:13]1[CH:12]([CH2:14][O:15][C:16]([NH:17][c:18]1[cH:19][cH:20][c:21]([S:24][c:25]3[c:26]([N+:34](=[O:35])[O-:36])[cH:27][c:28]([C:31](=[O:32])[NH:38][c:39]4[cH:40][cH:41][c:42]([O:45][CH3:46])[n:43][cH:44]4)[cH:29][cH:30]3)[cH:22][cH:23]1)=[O:37])[c:11]1[c:6]-2[cH:7][cH:8][cH:9][cH:10]1. Yields the product COc1ccc(NC(=O)c2ccc(Sc3ccc(NC(=O)OCC4c5ccccc5-c5ccccc54)cc3)c([N+](=O)[O-])c2)cn1. Starting materials: CCOC(C)=O, CCN(C(C)C)C(C)C, COc1ccc(N)cn1, C1CCOC1, O=C(Nc1ccc(Sc2ccc(C(=O)Cl)cc2[N+](=O)[O-])cc1)OCC1c2ccccc2-c2ccccc21. The reactants are CCO, [Cl-], ClCCl, O=C1CSC(c2ccc([N+](=O)[O-])cc2F)=NN1, [Fe], [NH4+], O. Product: Nc1ccc(C2=NNC(=O)CS2)c(F)c1. As a reaction SMILES: [CH3:24][CH2:25][OH:26].[Cl-:19].[Cl:21][CH2:22][Cl:23].[F:1][c:2]1[c:3]([C:11]2=[N:16][NH:15][C:14](=[O:17])[CH2:13][S:12]2)[cH:4][cH:5][c:6]([N+:8]([O-:9])=[O:10])[cH:7]1.[Fe:27].[NH4+:20].[OH2:18]>>[F:1][c:2]1[c:3]([C:11]2=[N:16][NH:15][C:14](=[O:17])[CH2:13][S:12]2)[cH:4][cH:5][c:6]([NH2:8])[cH:7]1. Starting materials: [Na] (sodium), Br.C1CC12CN=C(NC2)N (5,7-diazaspiro[2.5]oct-5-en-6-amine hydrobromide), C(CC(=O)[O-])(=O)OCC (ethyl malonate). Run in CO (MeOH), CO (MeOH). Run at temperature 100 celsius. The product is OC=1N=C2N(CC3(CN2)CC3)C(C1)=O (8′-hydroxy-1′,2′-dihydro-spiro[cyclopropane-1,3′-pyrimido[1,2-a]pyrimidin]-6′-one). Isolated yield 60.0%. RXN SMILES: [Na].Br.[CH2:3]1[C:5]2([CH2:10][NH:9][C:8]([NH2:11])=[N:7][CH2:6]2)[CH2:4]1.[C:12](OCC)(=[O:17])[CH2:13][C:14]([O-])=[O:15]>CO>[OH:17][C:12]1[N:11]=[C:8]2[NH:9][CH2:10][C:5]3([CH2:4][CH2:3]3)[CH2:6][N:7]2[C:14](=[O:15])[CH:13]=1 |f:1.2,^1:0|. Procedure: 1.1 g of sodium are added in a fractionated way to 15 mL of MeOH. After total dissolution, 1.6 g of 5,7-diazaspiro[2.5]oct-5-en-6-amine hydrobromide solubilized beforehand in 5 mL of MeOH, and then 8 mL of ethyl malonate are added. The mixture is heated to 100° C., after 4 h of heating, the medium is dry concentrated. The obtained oil is taken up in ether. The precipitate is filtered and then the residue is taken up in 7 mL of H2O and acidified with concentrated HCl up to pH 3-4. The formed prec... The reactants are C1=CC2=C(N=C1)N(N=N2)O (HOAt), C(CCl)Cl (EDC), CC1=C(C=C(N)C=C1)B1OC(C(O1)(C)C)(C)C (4-methyl-3-(4,4,5,5-tetramethyl-1,3,2-dioxaborolan-2-yl)aniline), FC(C=1C=C(C(=O)O)C=CC1)(F)F (3-(trifluoromethyl)benzoic acid). Run in CN(C)C=O (DMF), O (water). Yields the product CC1=C(C=C(C=C1)NC(C1=CC(=NC=C1)C(F)(F)F)=O)B1OC(C(O1)(C)C)(C)C (N-(4-methyl-3-(4,4,5,5-tetramethyl-1,3,2-dioxaborolan-2-yl)phenyl)-2-(trifluoromethyl)isonicotinamide). The yield is 91.0%. RXN SMILES: [CH3:1][C:2]1[CH:8]=[CH:7][C:5]([NH2:6])=[CH:4][C:3]=1[B:9]1[O:13][C:12]([CH3:15])([CH3:14])[C:11]([CH3:17])([CH3:16])[O:10]1.[F:18][C:19]([F:30])([F:29])[C:20]1[CH:21]=[C:22]([CH:26]=[CH:27]C=1)[C:23](O)=[O:24].C1C=[N:35]C2N(O)N=NC=2C=1.C(Cl)CCl>CN(C=O)C.O>[CH3:1][C:2]1[CH:8]=[CH:7][C:5]([NH:6][C:23](=[O:24])[C:22]2[CH:26]=[CH:27][N:35]=[C:20]([C:19]([F:30])([F:29])[F:18])[CH:21]=2)=[CH:4][C:3]=1[B:9]1[O:10][C:11]([CH3:17])([CH3:16])[C:12]([CH3:15])([CH3:14])[O:13]1. Procedure details: To a mixture of 4-methyl-3-(4,4,5,5-tetramethyl-1,3,2-dioxaborolan-2-yl)aniline (1.0 equiv.) and 3-(trifluoromethyl)benzoic acid (1.1 equiv.) in DMF (0.27 M) was added HOAt (1.3 equiv.) and EDC (1.3 equiv.) After 3 h the reaction mixture was diluted with water and then extracted with EtOAc. The organic phase was washed sequentially with 1 M aqueous sodium hydroxide and brine and was then dried over sodium sulfate. The solution was concentrated and dried under vacuo to give N-(4-methyl-3-(4,4,5,5... The reactants are CC(C)(C)OC(=O)Nc1ccc(CBr)cn1, CC(C)(C)OC(=O)CN=C(c1ccccc1)c1ccccc1, C1CCOC1, C[Si](C)(C)[N-][Si](C)(C)C, [Li+], O. Yields the product CC(C)(C)OC(=O)Nc1ccc(CC(N=C(c2ccccc2)c2ccccc2)C(=O)OC(C)(C)C)cn1. Reaction SMILES: [Br:33][CH2:34][c:35]1[cH:36][cH:37][c:38]([NH:41][C:42]([O:43][C:44]([CH3:45])([CH3:46])[CH3:47])=[O:48])[n:39][cH:40]1.[C:11]([CH3:12])([CH3:13])([CH3:14])[O:15][C:16]([CH2:17][N:18]=[C:19]([c:20]1[cH:21][cH:22][cH:23][cH:24][cH:25]1)[c:26]1[cH:27][cH:28][cH:29][cH:30][cH:31]1)=[O:32].[CH2:49]1[O:50][CH2:51][CH2:52][CH2:53]1.[CH3:1][Si:2]([N-:3][Si:4]([CH3:5])([CH3:6])[CH3:7])([CH3:8])[CH3:9].[Li+:10].[OH2:54]>>[C:11]([CH3:12])([CH3:13])([CH3:14])[O:15][C:16]([CH:17]([N:18]=[C:19]([c:20]1[cH:21][cH:22][cH:23][cH:24][cH:25]1)[c:26]1[cH:27][cH:28][cH:29][cH:30][cH:31]1)[CH2:34][c:35]1[cH:36][cH:37][c:38]([NH:41][C:42]([O:43][C:44]([CH3:45])([CH3:46])[CH3:47])=[O:48])[n:39][cH:40]1)=[O:32].